Dataset: the Open Reaction Database (ORD), a public repository of structured organic reaction records. Task: describe an organic reaction: reactants, conditions, products, and yield Starting materials: ClC1=NC=C(C=C1)[N+](=O)[O-] (2-chloro-5-nitropyridine), OC1=CC=C(C(=O)OC)C=C1 (methyl 4-hydroxybenzoate). Product: NC=1C=CC(=NC1)OC1=CC=C(C(=O)OC)C=C1 (methyl 4-(5-aminopyridin-2-yl)oxy-benzoate). RXN SMILES: Cl[C:2]1[CH:7]=[CH:6][C:5]([N+:8]([O-])=O)=[CH:4][N:3]=1.[OH:11][C:12]1[CH:21]=[CH:20][C:15]([C:16]([O:18][CH3:19])=[O:17])=[CH:14][CH:13]=1>>[NH2:8][C:5]1[CH:6]=[CH:7][C:2]([O:11][C:12]2[CH:13]=[CH:14][C:15]([C:16]([O:18][CH3:19])=[O:17])=[CH:20][CH:21]=2)=[N:3][CH:4]=1. Reported procedure: Intermediate B-32 was prepared by the general procedure for intermediate B-2, by using 2-chloro-5-nitropyridine and methyl 4-hydroxybenzoate as starting materials. MS (M+1): 245. Reactants: ClC1=CC2=C(OC3=C(CN2C(=O)Cl)C=CC=C3)C=C1 (8-chlorodibenz[b,f][1,4]-oxazepine-10(11H)-carbonyl chloride), C(CCCCCCCCC)N1CCNCC1 (1-decylpiperazine). Product: ClC1=CC2=C(OC3=C(CN2C(=O)N2CCN(CC2)CCCCCCCCCC)C=CC=C3)C=C1 (8-chloro-10-[(4-decyl-1-piperazinyl)carbonyl]-10,11-dihydrodibenz[b,f][1,4]oxazepine). Yield: 65.6%. RXN SMILES: [Cl:1][C:2]1[CH:19]=[CH:18][C:5]2[O:6][C:7]3[CH:17]=[CH:16][CH:15]=[CH:14][C:8]=3[CH2:9][N:10]([C:11](Cl)=[O:12])[C:4]=2[CH:3]=1.[CH2:20]([N:30]1[CH2:35][CH2:34][NH:33][CH2:32][CH2:31]1)[CH2:21][CH2:22][CH2:23][CH2:24][CH2:25][CH2:26][CH2:27][CH2:28][CH3:29]>>[Cl:1][C:2]1[CH:19]=[CH:18][C:5]2[O:6][C:7]3[CH:17]=[CH:16][CH:15]=[CH:14][C:8]=3[CH2:9][N:10]([C:11]([N:33]3[CH2:34][CH2:35][N:30]([CH2:20][CH2:21][CH2:22][CH2:23][CH2:24][CH2:25][CH2:26][CH2:27][CH2:28][CH3:29])[CH2:31][CH2:32]3)=[O:12])[C:4]=2[CH:3]=1. Procedure: The title compound of Example 2 (1.0 g, 3.4 mmol) was combined with 1-decylpiperazine (0.77 g, 3.4 mmol) and the reaction was carried out by the method of Example 4. Following chromatographic purification, 1.08 g of the title product was obtained. Reactants: C1CCOC1, CS(=O)(=O)OCC1CCN(C(=O)c2ccccc2)CC1, CCCCCC, [H-], [Na+], [Na+], [OH-], Sc1ccccc1. The product is O=C(c1ccccc1)N1CCC(CSc2ccccc2)CC1. As a reaction SMILES: [CH2:38]1[O:39][CH2:40][CH2:41][CH2:42]1.[CH3:10][S:11]([O:12][CH2:15][CH:16]1[CH2:17][CH2:18][N:19]([C:22]([c:23]2[cH:24][cH:25][cH:26][cH:27][cH:28]2)=[O:29])[CH2:20][CH2:21]1)(=[O:13])=[O:14].[CH3:32][CH2:33][CH2:34][CH2:35][CH2:36][CH3:37].[H-:1].[Na+:2].[Na+:31].[OH-:30].[SH:3][c:4]1[cH:5][cH:6][cH:7][cH:8][cH:9]1>>[S:3]([c:4]1[cH:5][cH:6][cH:7][cH:8][cH:9]1)[CH2:15][CH:16]1[CH2:17][CH2:18][N:19]([C:22]([c:23]2[cH:24][cH:25][cH:26][cH:27][cH:28]2)=[O:29])[CH2:20][CH2:21]1. Reactants: CC(=O)c1ccccn1, COc1ccc(C=O)cc1, CO, [Na+], [OH-]. Yields the product COc1ccc(C=CC(=O)c2ccccn2)cc1. RXN SMILES: [C:1]([CH3:2])(=[O:3])[c:4]1[n:5][cH:6][cH:7][cH:8][cH:9]1.[CH3:10][O:11][c:12]1[cH:13][cH:14][c:15]([CH:16]=[O:17])[cH:18][cH:19]1.[CH3:22][OH:23].[Na+:21].[OH-:20]>>[C:1]([CH:2]=[CH:16][c:15]1[cH:14][cH:13][c:12]([O:11][CH3:10])[cH:19][cH:18]1)(=[O:3])[c:4]1[n:5][cH:6][cH:7][cH:8][cH:9]1. Reactants: BrCC(=O)OCC1=CC=CC=C1 (benzyl bromoacetate), N1=CC=CC=C1 (pyridine). Run in CC(=O)C (acetone), CC(=O)C (acetone). Run at temperature 60 celsius. The product is [Br-].C(C1=CC=CC=C1)OC(=O)C[N+]1=CC=CC=C1 (1-Benzyloxycarbonylmethyl-pyridinium bromide). RXN SMILES: [Br:1][CH2:2][C:3]([O:5][CH2:6][C:7]1[CH:12]=[CH:11][CH:10]=[CH:9][CH:8]=1)=[O:4].[N:13]1[CH:18]=[CH:17][CH:16]=[CH:15][CH:14]=1>CC(C)=O>[Br-:1].[CH2:6]([O:5][C:3]([CH2:2][N+:13]1[CH:18]=[CH:17][CH:16]=[CH:15][CH:14]=1)=[O:4])[C:7]1[CH:12]=[CH:11][CH:10]=[CH:9][CH:8]=1 |f:3.4|. Reported procedure: To a solution of benzyl bromoacetate (10 g, 43.7 mmol) in acetone (200 mL) was added a solution of pyridine (3.51 mL, 43.7 mmol) in acetone (20 mL) and the resulting mixture was stirred at 60° C. under nitrogen over the week-end. Then allowed to cool to RT and concentrated to give the desired material. MS (LC/MS): 228.1 [MH]+. Starting materials: 0C, C1(CC1)C=1OC=C(N1)C1=CC=C(C#N)C=C1 (4-(2-cyclopropyl-1,3-oxazol-4-yl)benzonitrile), solution, CC(C)C[AlH]CC(C)C (DIBAL), 45C, OS(=O)(=O)O (H2SO4). Run in C(Cl)Cl (CH2Cl2), C(Cl)Cl (CH2Cl2). Conditions: time 8 hour. Yields the product C1(CC1)C=1OC=C(N1)C1=CC=C(C=O)C=C1 (4-(2-Cyclopropyl-1,3-oxazol-4-yl)benzaldehyde). The yield is 92.0%. RXN SMILES: [CH:1]1([C:4]2[O:5][CH:6]=[C:7]([C:9]3[CH:16]=[CH:15][C:12]([C:13]#N)=[CH:11][CH:10]=3)[N:8]=2)[CH2:3][CH2:2]1.CC(C[AlH]CC(C)C)C.[OH:26]S(O)(=O)=O>C(Cl)Cl>[CH:1]1([C:4]2[O:5][CH:6]=[C:7]([C:9]3[CH:16]=[CH:15][C:12]([CH:13]=[O:26])=[CH:11][CH:10]=3)[N:8]=2)[CH2:3][CH2:2]1. Procedure details: To a 0C solution of 4-(2-cyclopropyl-1,3-oxazol-4-yl)benzonitrile (0.984 g, 4.68 mmol) in anhydrous CH2Cl2 (3 ml) was added dropwise a 1M solution of DIBAL in CH2Cl2 (5.60 ml, 1.22 mmol). Upon completion of addition, the solution was warmed to 45C for 3 h. The solution was cooled and 10% aqueous H2SO4 was slowly added until pH<4. The mixture was stirred overnight at rt. The aqueous phase was extracted with CH2Cl2 (3×40 ml). The combined organic phases were dried with MgSO4 and concentrated in va...